Dataset: the Open Reaction Database (ORD), a public repository of structured organic reaction records. Task: describe an organic reaction: reactants, conditions, products, and yield Starting materials: N1CCCCC1 (piperidine), C1(=CC=CC=C1)OC(CNC(=O)OCC1=CC=CC=C1)=O (benzyloxycarbonylglycine phenyl ester), [Na] (sodium), OC=1C=NC=CC1 (3-hydroxypyridine). Run in C(C)(=O)OCC (ethyl acetate). Conditions: time 2 hour. Product: C(C1=CC=CC=C1)OC(=O)NCC(=O)N1CCCCC1 (N-(benzyloxycarbonylglycyl)piperidine). The yield is 68.0%. Reaction SMILES: [NH:1]1[CH2:6][CH2:5][CH2:4][CH2:3][CH2:2]1.[Na].OC1C=NC=CC=1.C1([O:21][C:22](=O)[CH2:23][NH:24][C:25]([O:27][CH2:28][C:29]2[CH:34]=[CH:33][CH:32]=[CH:31][CH:30]=2)=[O:26])C=CC=CC=1>C(OCC)(=O)C>[CH2:28]([O:27][C:25]([NH:24][CH2:23][C:22]([N:1]1[CH2:6][CH2:5][CH2:4][CH2:3][CH2:2]1)=[O:21])=[O:26])[C:29]1[CH:34]=[CH:33][CH:32]=[CH:31][CH:30]=1 |^1:6|. Procedure details: 8.5 g. of piperidine and 1.2 g. of the sodium salt of 3-hydroxypyridine are added to 100 ml. of ethyl acetate, and 28.5 g. benzyloxycarbonylglycine phenyl ester is added thereto with stirring at room temperature, whereupon reaction immediately starts and is complete in 2 hours. The product is worked up as previously described to give an oil which is crystallized from acetone-water. 18.7 g. of N-(benzyloxycarbonylglycyl)piperidine are obtained (yield: 68 percent) m.p. 111° - 112° C. A single spot... The solvent is C(C)N(CC)CC (triethylamine). Reactants: BrC1=CC=C(C=C1)C1=CC=CC=C1 (4-Bromobiphenyl), C(CCC#C)O (4-pentyn-1-ol). The yield is 74.7%. Procedure: 4-Bromobiphenyl (10.28 g, 44.10 mmol), 4-pentyn-1-ol (4.45 g, 52.92 mmol), and bis(triphenylphosphine)palladium(II) dichloride (310 mg, 0.44 mmol) were stirred in triethylamine (100 mL) under nitrogen for 5 min. Copper(I) iodide (42 mg, 0.22 mmol) was added, and the mixture was stirred for 4 hrs at 65° C. The mixture was cooled to room temperature and filtered through a celite pad, rinsed with ethylacetate. The combined filtrate was evaporated to dryness under reduced pressure. The resulting res... Yields the product C1(=CC=C(C=C1)C#CCCCO)C1=CC=CC=C1 (5-(1,1′-biphenyl-4-yl)-pent-4-yn-1-ol). The reagents and catalysts are [Cu]I (Copper(I) iodide), Cl[Pd]([P](C1=CC=CC=C1)(C2=CC=CC=C2)C3=CC=CC=C3)([P](C4=CC=CC=C4)(C5=CC=CC=C5)C6=CC=CC=C6)Cl (bis(triphenylphosphine)palladium(II) dichloride). Run at temperature 65 celsius, time 4 hour. As a reaction SMILES: Br[C:2]1[CH:7]=[CH:6][C:5]([C:8]2[CH:13]=[CH:12][CH:11]=[CH:10][CH:9]=2)=[CH:4][CH:3]=1.[CH2:14]([OH:19])[CH2:15][CH2:16][C:17]#[CH:18]>C(N(CC)CC)C.Cl[Pd](Cl)([P](C1C=CC=CC=1)(C1C=CC=CC=1)C1C=CC=CC=1)[P](C1C=CC=CC=1)(C1C=CC=CC=1)C1C=CC=CC=1.[Cu]I>[C:5]1([C:8]2[CH:13]=[CH:12][CH:11]=[CH:10][CH:9]=2)[CH:6]=[CH:7][C:2]([C:18]#[C:17][CH2:16][CH2:15][CH2:14][OH:19])=[CH:3][CH:4]=1 |^1:29,48|. Reported procedure: To a solution of 2-oxobutanoic acid (6.0 g, 58.8 mmol) in EtOH (100 mL) was added sulfuric acid (1 mL) at room temperature. The resulting mixture was stirred for 4 h under reflux. The solvent was removed, and the residue was diluted with water (50 mL) and the pH was adjusted to ˜7 with a solution of NaOH (1 N). The mixture was extracted with EtOAc (100 mL×3). The combined organic layer was dried over sodium sulfate and concentrated to give ethyl 2-oxobutanoate (7.5 g, 98% yield). ESI MS: m/z 131... Reaction SMILES: [O:1]=[C:2]([CH2:6][CH3:7])[C:3]([OH:5])=[O:4].S(=O)(=O)(O)O.[CH3:13][CH2:14]O>>[O:1]=[C:2]([CH2:6][CH3:7])[C:3]([O:5][CH2:13][CH3:14])=[O:4]. Yields the product O=C(C(=O)OCC)CC (ethyl 2-oxobutanoate). The reactants are O=C(C(=O)O)CC (2-oxobutanoic acid), S(O)(O)(=O)=O (sulfuric acid), CCO (EtOH). Isolated yield 98.0%. Run at time 4 hour.